This data is from the Open Reaction Database (ORD), a public repository of structured organic reaction records. The task is: describe an organic reaction: reactants, conditions, products, and yield The reactants are [H-].[Al+3].[Li+].[H-].[H-].[H-] (lithium aluminum hydride), ClC1=CC(=NC=C1)C(=O)OC (methyl 4-chloro-pyridine-2-carboxylate). Run in C(C)OCC (diethyl ether), C(C)OCC (diethyl ether). Conditions: time 8 hour. The product is ClC1=CC(=NC=C1)CO (4-chloro-2-hydroxymethylpyridine). RXN SMILES: [H-].[Al+3].[Li+].[H-].[H-].[H-].[Cl:7][C:8]1[CH:13]=[CH:12][N:11]=[C:10]([C:14](OC)=[O:15])[CH:9]=1>C(OCC)C>[Cl:7][C:8]1[CH:13]=[CH:12][N:11]=[C:10]([CH2:14][OH:15])[CH:9]=1 |f:0.1.2.3.4.5|. Procedure: To a slurry of lithium aluminum hydride (0.45 g, 11.9 mmol) in anhydrous diethyl ether (40 mL) at 0° C., a solution of methyl 4-chloro-pyridine-2-carboxylate (2.0 g, 11.7 mmol) in diethyl ether (30 mL) was added. The resulting mixture was stirred at room temp. overnight, and quenched with successive addition of water (0.45 mL), 15% aqueous NaOH (0.45 mL), and water (1.35 mL). The resultant slurry was stirred at room temp. for 30 min., and filtered through a small plug of Celite. The filtrate was... Procedure: To a solution of (t-butoxy)-N-(4-hydroxycyclohexyl)carboxamide (1 equivalent) in CH2Cl2 (1 M) cooled to −78° C. was added dropwise a solution of DAST (1 equivalent) in CH2Cl2 (0.5 M). The mixture was stirred at −78° C. for 4 hours, and then allowed to rise to room temperature. The solution was poured into saturated NaHCO3 and extracted with chloroform, dried, and evaporated. The resulting crude product was purified on silica gel, eluting with ethyl acetate/hexane 5:95. Reactants: CCN(CC)S(F)(F)F (DAST), C(C)(C)(C)OC(=O)NC1CCC(CC1)O ((t-butoxy)-N-(4-hydroxycyclohexyl)carboxamide), C(=O)(O)[O-].[Na+] (NaHCO3). Reaction conditions: temperature -78 celsius, time 4 hour. Product: C(C)(C)(C)OC(=O)N[C@@H]1CC[C@@H](CC1)F (cis-(t-butoxy)-N-(4-fluorocyclohexyl)carboxamide). Solvent: C(Cl)Cl (CH2Cl2), C(Cl)Cl (CH2Cl2). As a reaction SMILES: [C:1]([O:5][C:6]([NH:8][CH:9]1[CH2:14][CH2:13][CH:12](O)[CH2:11][CH2:10]1)=[O:7])([CH3:4])([CH3:3])[CH3:2].CCN(S(F)(F)[F:22])CC.C([O-])(O)=O.[Na+]>C(Cl)Cl>[C:1]([O:5][C:6]([NH:8][C@H:9]1[CH2:14][CH2:13][C@@H:12]([F:22])[CH2:11][CH2:10]1)=[O:7])([CH3:4])([CH3:3])[CH3:2] |f:2.3|. Starting materials: CI, CN(C)C=O, [H-], [Na+], CCOC(=O)c1cc2[nH]c3ccccc3c2o1. Product: CCOC(=O)c1cc2c(o1)c1ccccc1n2C. RXN SMILES: [CH3:20][I:21].[CH3:22][N:23]([CH3:24])[CH:25]=[O:26].[H-:1].[Na+:2].[o:3]1[c:4]([C:15](=[O:16])[O:17][CH2:18][CH3:19])[cH:5][c:6]2[nH:7][c:8]3[cH:9][cH:10][cH:11][cH:12][c:13]3[c:14]12>>[o:3]1[c:4]([C:15](=[O:16])[O:17][CH2:18][CH3:19])[cH:5][c:6]2[n:7]([CH3:20])[c:8]3[cH:9][cH:10][cH:11][cH:12][c:13]3[c:14]12. The reactants are CC(C)NC(C)C, C#CCCC, [Cu]I, Fc1ccc(-c2ncc(Br)cn2)cc1, CCCCCCCC#Cc1cnc(-c2ccc(OCCCCCCCC)c(F)c2F)nc1, c1ccc(P(c2ccccc2)(c2ccccc2)[Pd](P(c2ccccc2)(c2ccccc2)c2ccccc2)(P(c2ccccc2)(c2ccccc2)c2ccccc2)P(c2ccccc2)(c2ccccc2)c2ccccc2)cc1. The product is CCCC#Cc1cnc(-c2ccc(F)cc2)nc1. RXN SMILES: [CH:131]([NH:132][CH:133]([CH3:134])[CH3:135])([CH3:136])[CH3:137].[CH:15]#[C:16][CH2:17][CH2:18][CH3:19].[Cu:129][I:130].[F:1][c:2]1[cH:3][cH:4][c:5](-[c:8]2[n:9][cH:10][c:11]([Br:14])[cH:12][n:13]2)[cH:6][cH:7]1.[F:20][c:21]1[c:22]([F:23])[c:24]([O:25][CH2:26][CH2:27][CH2:28][CH2:29][CH2:30][CH2:31][CH2:32][CH3:33])[cH:34][cH:35][c:36]1-[c:37]1[n:38][cH:39][c:40]([C:41]#[C:42][CH2:43][CH2:44][CH2:45][CH2:46][CH2:47][CH2:48][CH3:49])[cH:50][n:51]1.[cH:52]1[cH:53][cH:54][c:55]([P:56]([Pd:57]([P:58]([c:59]2[cH:60][cH:61][cH:62][cH:63][cH:64]2)([c:65]2[cH:66][cH:67][cH:68][cH:69][cH:70]2)[c:71]2[cH:72][cH:73][cH:74][cH:75][cH:76]2)([P:77]([c:78]2[cH:79][cH:80][cH:81][cH:82][cH:83]2)([c:84]2[cH:85][cH:86][cH:87][cH:88][cH:89]2)[c:90]2[cH:91][cH:92][cH:93][cH:94][cH:95]2)[P:96]([c:97]2[cH:98][cH:99][cH:100][cH:101][cH:102]2)([c:103]2[cH:104][cH:105][cH:106][cH:107][cH:108]2)[c:109]2[cH:110][cH:111][cH:112][cH:113][cH:114]2)([c:115]2[cH:116][cH:117][cH:118][cH:119][cH:120]2)[c:121]2[cH:122][cH:123][cH:124][cH:125][cH:126]2)[cH:127][cH:128]1>>[F:1][c:2]1[cH:3][cH:4][c:5](-[c:8]2[n:9][cH:10][c:11]([C:15]#[C:16][CH2:17][CH2:18][CH3:19])[cH:12][n:13]2)[cH:6][cH:7]1. Reactants: [OH-].[K+] (potassium hydroxide), OCC=1OC=CC(C1O)=O (2-hydroxymethyl-3-hydroxy-4-pyrone), ICCCCCC(=O)OCC (ethyl 6-iodohexanoate). Solvent: C(C)O (ethanol), O (water). Product: OCC=1OC=CC(C1OCCCCCC(=O)OCC)=O (2-hydroxymethyl-3-(-5-carboethoxypentyloxy)-4-pyrone). Isolated yield 54.0%. RXN SMILES: [OH-].[K+].[OH:3][CH2:4][C:5]1[O:6][CH:7]=[CH:8][C:9](=[O:12])[C:10]=1[OH:11].I[CH2:14][CH2:15][CH2:16][CH2:17][CH2:18][C:19]([O:21][CH2:22][CH3:23])=[O:20]>C(O)C.O>[OH:3][CH2:4][C:5]1[O:6][CH:7]=[CH:8][C:9](=[O:12])[C:10]=1[O:11][CH2:14][CH2:15][CH2:16][CH2:17][CH2:18][C:19]([O:21][CH2:22][CH3:23])=[O:20] |f:0.1|. Procedure details: To a solution of 2.75 g (0.042 mole) of potassium hydroxide in 38 ml of ethanol and 10 ml of water was added 5.93 g (0.042 mole) of 2-hydroxymethyl-3-hydroxy-4-pyrone, and the resulting mixture heated to 50°. A 12.4 g (0.046 mole) portion of ethyl 6-iodohexanoate was then added and the resulting clear solution heated at reflux for 7 hr under a nitrogen atmosphere. Removal of the ethanol under reduced pressure left a residue which was dissolved in methylene chloride. The organic solution was wash... Starting materials: [Na] (sodium), ClC1=CC=C(C=C1)C=1N=NC(N1)=S (3-(4-chlorophenyl)1,2,4-triazole-5-thione), BrC=1SC(=CN1)[N+](=O)[O-] (2-bromo-5-nitrothiazole), ClC1=CC=C(C=C1)C=1N=NC(N1)=S (3-(4-chlorophenyl)-1,2,4-triazole-5-thione). Yields the product ClC1=CC=C(C=C1)C1=NNC(=N1)SC=1SC(=CN1)[N+](=O)[O-] (3-(4-chlorophenyl)-5-[(5-nitrothiazol-2-yl)mercapto]-1,2,4-triazole). Reaction SMILES: [Cl:1][C:2]1[CH:7]=[CH:6][C:5]([C:8]2[N:9]=[N:10][C:11](=[S:13])[N:12]=2)=[CH:4][CH:3]=1.[Na].Br[C:16]1[S:17][C:18]([N+:21]([O-:23])=[O:22])=[CH:19][N:20]=1>>[Cl:1][C:2]1[CH:3]=[CH:4][C:5]([C:8]2[N:12]=[C:11]([S:13][C:16]3[S:17][C:18]([N+:21]([O-:23])=[O:22])=[CH:19][N:20]=3)[NH:10][N:9]=2)=[CH:6][CH:7]=1 |^1:13|. Procedure details: The title compound was prepared in the manner described in Example 1. Substituting 4-chlorobenzoyl chloride for the benzoyl chloride in Example 1 gave 4-chlorobenzoyl thiosemicarbazide and then 3-(4-chlorophenyl)-1,2,4-triazole-5-thione. Reaction of 2.34 g of the sodium salt of 3-(4-chlorophenyl)1,2,4-triazole-5-thione with 2.09 g of 2-bromo-5-nitrothiazole as in Example 1 yielded 1.5 g of 3-(4-chlorophenyl)-5-[(5-nitrothiazol-2-yl)mercapto]-1,2,4-triazole, a light brown solid, MP 181°-184° C. The reactants are C(C1=CC=CC=C1)SC1=C(C(=O)N)C=C(C=C1)Cl (2-benzylsulphanyl-5-chlorobenzamide), ClC1=CC(=C(C(=O)N)C=C1)F (4-chloro-2-fluorobenzamide). The product is C(C1=CC=CC=C1)SC1=C(C(=O)N)C=CC(=C1)Cl (2-benzylsulphanyl-4-chlorobenzamide), solid. The yield is 59.0%. Reaction SMILES: [CH2:1]([S:8][C:9]1[CH:17]=[CH:16][C:15](Cl)=[CH:14][C:10]=1[C:11]([NH2:13])=[O:12])[C:2]1[CH:7]=[CH:6][CH:5]=[CH:4][CH:3]=1.[Cl:19]C1C=CC(C(N)=O)=C(F)C=1>>[CH2:1]([S:8][C:9]1[CH:17]=[C:16]([Cl:19])[CH:15]=[CH:14][C:10]=1[C:11]([NH2:13])=[O:12])[C:2]1[CH:7]=[CH:6][CH:5]=[CH:4][CH:3]=1. Procedure details: A method similar to the preparation of 2-benzylsulphanyl-5-chlorobenzamide (see page 17 above) was followed using 4-chloro-2-fluorobenzamide (400 mg, 2.31 mmol). The title compound was isolated as a white solid (376 mg, 59%).